describe an organic reaction: reactants, conditions, products, and yield From a dataset of the Open Reaction Database (ORD), a public repository of structured organic reaction records. The reactants are C(C)NC1=C(C=CC(=C1)OC)C1CC2=CC=C(C=C2CC1)OC (ethyl[5-methoxy-2-(6-methoxy-1,2,3,4-tetrahydronaphthalen-2-yl)phenyl]amine), Cl.C(C1=CN=CC=C1)(=O)Cl (nicotinoyl chloride hydrochloride), C(C)N(C(=O)C=1C=NC=CC1)C1=C(C=CC(=C1)OC)C1CC2=CC=C(C=C2CC1)OC (pyridine-3-carboxylic acid ethyl [5-methoxy-2-(6-methoxy-1,2,3,4-tetrahydronaphthalen-2-yl)phenyl]amide). Yields the product C(C)N(CC=1C=NC=CC1)C1=C(C=CC(=C1)OC)C1CC2=CC=C(C=C2CC1)OC (ethyl[5-methoxy-2-(6-methoxy-1,2,3,4-tetrahydronaphthalen-2-yl)phenyl]pyridin-3-ylmethylamine). Yield: 19.2%. Reaction SMILES: C(NC1C=C(OC)C=CC=1C1CCC2C(=CC=C(OC)C=2)C1)C.Cl.C(Cl)(=O)C1C=CC=NC=1.[CH2:34]([N:36]([C:45]1[CH:50]=[C:49]([O:51][CH3:52])[CH:48]=[CH:47][C:46]=1[CH:53]1[CH2:62][CH2:61][C:60]2[C:55](=[CH:56][CH:57]=[C:58]([O:63][CH3:64])[CH:59]=2)[CH2:54]1)[C:37]([C:39]1[CH:40]=[N:41][CH:42]=[CH:43][CH:44]=1)=O)[CH3:35]>>[CH2:34]([N:36]([C:45]1[CH:50]=[C:49]([O:51][CH3:52])[CH:48]=[CH:47][C:46]=1[CH:53]1[CH2:62][CH2:61][C:60]2[C:55](=[CH:56][CH:57]=[C:58]([O:63][CH3:64])[CH:59]=2)[CH2:54]1)[CH2:37][C:39]1[CH:40]=[N:41][CH:42]=[CH:43][CH:44]=1)[CH3:35] |f:1.2|. Procedure details: Synthesized from ethyl[5-methoxy-2-(6-methoxy-1,2,3,4-tetrahydronaphthalen-2-yl)phenyl]amine and nicotinoyl chloride hydrochloride according to an analogous synthetic method to Preparation Example 86, pyridine-3-carboxylic acid ethyl [5-methoxy-2-(6-methoxy-1,2,3,4-tetrahydronaphthalen-2-yl)phenyl]amide (162 mg) was used according to an analogous synthetic method to Example 337 described below to provide ethyl[5-methoxy-2-(6-methoxy-1,2,3,4-tetrahydronaphthalen-2-yl)phenyl]pyridin-3-ylmethylamin... Starting materials: C1(=CC=C(C=C1)S(=O)(=O)O)C (para-toluenesulfonic acid), CC(C)=CCCC(C)=CC=O (citral), C(C(C)S)S (1,2-propanedithiol), CC(C)=CCCC(C)=CC=O (citral). Run in C1CCCCC1 (cyclohexane). The product is CC(=CC1SCC(S1)C)CCC=C(C)C (2-(2,6-DIMETHYL-1,5-HEPTADIENYL)-4-METHYL-1,3-DITHIOLANE). As a reaction SMILES: C1(C)C=CC(S(O)(=O)=O)=CC=1.[CH2:12]([SH:16])[CH:13]([SH:15])[CH3:14].[CH3:17][C:18](=[CH:20][CH2:21][CH2:22][C:23](=[CH:25][CH:26]=O)[CH3:24])[CH3:19]>C1CCCCC1>[CH3:24][C:23]([CH2:22][CH2:21][CH:20]=[C:18]([CH3:19])[CH3:17])=[CH:25][CH:26]1[S:15][CH:13]([CH3:14])[CH2:12][S:16]1. Procedure: Into a 100 ml reaction flask equipped with spin bar, reflux condenser, heating mantle and hot plate with magnetic stirring apparatus is placed 0.5 grams para-toluenesulfonic acid, 5.0 ml cyclohexane and 5.4 grams (0.05 moles) of 1,2-propanedithiol. 7.6 grams (0.05 moles) of citral is then added to the reaction mass over a period of 30 minutes. After the addition of the citral, the reaction mass is heated to reflux and refluxed for a period of 10 hours while removing water of reaction. After the ... The reactants are C1COCCO1, CCOC(C)=O, Cc1ccc(S(=O)(=O)n2ccc3c4c(cnc32)CCCN4C2CCCCC2)cc1, [Na+], [OH-], O. Product: c1cc2c3c(cnc2[nH]1)CCCN3C1CCCCC1. Reaction SMILES: [CH2:39]1[O:40][CH2:41][CH2:42][O:43][CH2:44]1.[CH3:32][CH2:33][O:34][C:35]([CH3:36])=[O:37].[CH:1]1([N:7]2[CH2:8][CH2:9][CH2:10][c:11]3[cH:12][n:13][c:14]4[c:15]([c:16]32)[cH:17][cH:18][n:19]4[S:20]([c:21]2[cH:22][cH:23][c:24]([CH3:25])[cH:26][cH:27]2)(=[O:28])=[O:29])[CH2:2][CH2:3][CH2:4][CH2:5][CH2:6]1.[Na+:31].[OH-:30].[OH2:38]>>[CH:1]1([N:7]2[CH2:8][CH2:9][CH2:10][c:11]3[cH:12][n:13][c:14]4[c:15]([c:16]32)[cH:17][cH:18][nH:19]4)[CH2:2][CH2:3][CH2:4][CH2:5][CH2:6]1. Run in C1(=CC=CC=C1)C (toluene). Conditions: time 10 hour. Starting materials: C1(CCCCC1)N(C1=NC(=NC(=N1)N(CCN1C(C(NC(C1)(C)C)(C)C)=O)C1CCCCC1)N(CCN1C(C(NC(C1)(C)C)(C)C)=O)C1CCCCC1)CCN1C(C(NC(C1)(C)C)(C)C)=O (2,4,6-tris[cyclohexyl[2-(3,3,5,5-tetramethyl-2-oxo-1-piperazinyl)ethyl]amino]-1,3,5-triazine), [OH-].[Na+] (sodium hyroxide), C1(CCCCC1)NCCN1C(C(NC(C1)(C)C)(C)C)=O (1-[2-(cyclohexylamino)ethyl]-3,3,5,5-tetramethyl-2-piperazinone), N1=C(Cl)N=C(Cl)N=C1Cl (cyanuric chloride). Reaction SMILES: [CH:1]1([N:7]([CH2:54][CH2:55]N2CC(C)(C)NC(C)(C)C2=O)[C:8]2[N:13]=[C:12]([N:14]([CH:28]3C[CH2:32][CH2:31][CH2:30][CH2:29]3)CCN3CC(C)(C)NC(C)(C)C3=O)[N:11]=[C:10]([N:34]([CH:48]3[CH2:53][CH2:52]CC[CH2:49]3)[CH2:35][CH2:36][N:37]3[CH2:42][C:41]([CH3:44])([CH3:43])[NH:40][C:39]([CH3:46])([CH3:45])[C:38]3=[O:47])[N:9]=2)[CH2:6][CH2:5]CCC1.C1(NCCN2CC(C)(C)NC(C)(C)C2=O)CCCCC1.N1C(Cl)=NC(Cl)=NC=1Cl.[OH-].[Na+]>C1(C)C=CC=CC=1>[N:14]1([C:12]2[N:13]=[C:8]([N:7]3[CH2:1][CH2:6][CH2:5][CH2:55][CH2:54]3)[N:9]=[C:10]([N:34]([CH:48]([CH3:49])[CH2:53][CH3:52])[CH2:35][CH2:36][N:37]3[CH2:42][C:41]([CH3:43])([CH3:44])[NH:40][C:39]([CH3:46])([CH3:45])[C:38]3=[O:47])[N:11]=2)[CH2:32][CH2:31][CH2:30][CH2:29][CH2:28]1 |f:3.4|. Procedure details: In a manner analogous to that described hereinabove, a compound identified as 2,4,6-tris[cyclohexyl[2-(3,3,5,5-tetramethyl-2-oxo-1-piperazinyl)ethyl]amino]-1,3,5-triazine which has the following structure: ##STR27## is prepared by reacting 0.046 mole 1-[2-(cyclohexylamino)ethyl]-3,3,5,5-tetramethyl-2-piperazinone and 0.01 mole cyanuric chloride, 1.2 g sodium hyroxide and 150 ml toluene. The reaction was carried out at 200° C. for 10 hr. The resulting light straw colored solid isolated was recrys... Product: N1(CCCCC1)C1=NC(=NC(=N1)N1CCCCC1)N(CCN1C(C(NC(C1)(C)C)(C)C)=O)C(CC)C (2,4-bis(1-piperidinyl)-6-[1-methylpropyl[2-(3,3,5,5-tetramethyl-2-oxo-1-piperazinyl)ethyl]amino]-1,3,5-triazine).